Task: describe an organic reaction: reactants, conditions, products, and yield. Dataset: the Open Reaction Database (ORD), a public repository of structured organic reaction records The reactants are OC1=C(C2=C(C(CCO2)=O)C=C1)CCCC1=CC=CC=C1 (2,3-Dihydro-7-hydroxy-8-(3-phenylpropyl)-4H-1-benzopyran-4-one), COC(CCC1=C(C=CC=C1)OCCCCCOS(=O)(=O)C)=O (2-[[5-[(Methylsulfonyl)oxy]pentyl]oxy]benzenepropanoic Acid Methyl Ester). The product is COC(CCC1=C(C=CC=C1)OCCCCCOC1=C(C2=C(C(CCO2)=O)C=C1)CCCC1=CC=CC=C1)=O (2-[[5-[[3,4-dihydro-4-oxo-8-(3-phenylpropyl)-2H-1-benzopyran-7-yl]oxy]pentyl]oxy]benzenepropanoic acid methyl ester). The yield is 75.5%. Reaction SMILES: [OH:1][C:2]1[CH:12]=[CH:11][C:5]2[C:6](=[O:10])[CH2:7][CH2:8][O:9][C:4]=2[C:3]=1[CH2:13][CH2:14][CH2:15][C:16]1[CH:21]=[CH:20][CH:19]=[CH:18][CH:17]=1.[CH3:22][O:23][C:24](=[O:44])[CH2:25][CH2:26][C:27]1[CH:32]=[CH:31][CH:30]=[CH:29][C:28]=1[O:33][CH2:34][CH2:35][CH2:36][CH2:37][CH2:38]OS(C)(=O)=O>>[CH3:22][O:23][C:24](=[O:44])[CH2:25][CH2:26][C:27]1[CH:32]=[CH:31][CH:30]=[CH:29][C:28]=1[O:33][CH2:34][CH2:35][CH2:36][CH2:37][CH2:38][O:1][C:2]1[CH:12]=[CH:11][C:5]2[C:6](=[O:10])[CH2:7][CH2:8][O:9][C:4]=2[C:3]=1[CH2:13][CH2:14][CH2:15][C:16]1[CH:21]=[CH:20][CH:19]=[CH:18][CH:17]=1. Procedure details: Using the procedure of example 11 and starting with 1.13 g (4 mmol) of 2,3-dihydro-7-hydroxy-8-(3-phenylpropyl)-4H-1-benzopyran-4-one (from example 194) and 1.38 g (4 mmol) of 2-[[5-[(methylsulfonyl)oxy]pentyl]oxy]benzenepropanoic acid methyl ester (from example 72), 2-[[5-[[3,4-dihydro-4-oxo-8-(3-phenylpropyl)-2H-1-benzopyran-7-yl]oxy]pentyl]oxy]benzenepropanoic acid methyl ester was obtained in 75.5% yield (1.6 g) as a pale-yellow oil. This diester (3 mmol) was saponified with 13.6 mL of 3N aq... Reactants: OC[C@H](O)[C@@H](O)[C@H](O)[C@H](O)CO (D-sorbitol), MgSO4.7H2O, C(=O)([O-])[O-].[Ca+2] (CaCO3). Run in OCC(O)CO (glycerol). Run at time 45 hour. Product: OC=1[C@H](OC(C1O)=O)[C@H](CO)O (vitamin C). RXN SMILES: [OH:1][CH2:2][C@@H:3]([C@H:5]([C@@H:7]([C@@H:9]([CH2:11][OH:12])[OH:10])[OH:8])[OH:6])[OH:4].C([O-])([O-])=O.[Ca+2]>OCC(CO)O>[OH:8][C:7]1[C@@H:5]([C@@H:3]([OH:4])[CH2:2][OH:1])[O:6][C:11](=[O:12])[C:9]=1[OH:10] |f:1.2|. Reported procedure: 3 ml of the seed culture were transferred into 500 ml Erlenmeyer flasks containing 50 ml of the production medium containing 8.0% D-sorbitol, 5.0% baker's yeast, 0.05% glycerol, 0.25% MgSO4.7H2O, 3.0% corn steep liquor, 1.5% CaCO3 and 0.15% antifoam. The cultivation was carried out at 30° C. with 180 rpm for 45 h on a rotary shaker. Then, the concentration of vitamin C produced was measured by HPLC at a wavelength of 264 nm with the system which was composed of a UV detector (TOSOH UV8000; TOSOH... Starting materials: C=C(C)C(=O)OCCNC(=O)Nc1cc(CNc2ccccc2C(=O)NOCc2ccc(C#N)cc2)ccn1, CO, Cl, [Na+], [OH-], O. Product: N#Cc1ccc(CONC(=O)c2ccccc2NCc2ccnc(NC(=O)NCCO)c2)cc1. RXN SMILES: [C:1](#[N:2])[c:3]1[cH:4][cH:5][c:6]([CH2:7][O:8][NH:9][C:10](=[O:11])[c:12]2[c:13]([NH:18][CH2:19][c:20]3[cH:21][c:22]([NH:26][C:27]([NH:28][CH2:29][CH2:30][O:31][C:32](=[O:33])[C:34]([CH3:35])=[CH2:36])=[O:37])[n:23][cH:24][cH:25]3)[cH:14][cH:15][cH:16][cH:17]2)[cH:38][cH:39]1.[CH3:44][OH:45].[ClH:42].[Na+:41].[OH-:40].[OH2:43]>>[C:1](#[N:2])[c:3]1[cH:4][cH:5][c:6]([CH2:7][O:8][NH:9][C:10](=[O:11])[c:12]2[c:13]([NH:18][CH2:19][c:20]3[cH:21][c:22]([NH:26][C:27]([NH:28][CH2:29][CH2:30][OH:31])=[O:37])[n:23][cH:24][cH:25]3)[cH:14][cH:15][cH:16][cH:17]2)[cH:38][cH:39]1. Reactants: CCCCCC(=O)CC=C1CCC(O)C1CCCCCCC(=O)OCC, C[Mg+], CCOCC, [Cl-], [I-], [NH4+]. Yields the product CCCCCC(C)(O)CC=C1CCC(O)C1CCCCCCC(=O)OCC. Reaction SMILES: [CH2:4]([CH3:5])[O:6][C:7]([CH2:8][CH2:9][CH2:10][CH2:11][CH2:12][CH2:13][CH:14]1[CH:15]([OH:28])[CH2:16][CH2:17][C:18]1=[CH:19][CH2:20][C:21]([CH2:22][CH2:23][CH2:24][CH2:25][CH3:26])=[O:27])=[O:29].[CH3:2][Mg+:3].[CH3:32][CH2:33][O:34][CH2:35][CH3:36].[Cl-:30].[I-:1].[NH4+:31]>>[CH3:2][C:21]([CH2:20][CH:19]=[C:18]1[CH:14]([CH2:13][CH2:12][CH2:11][CH2:10][CH2:9][CH2:8][C:7]([O:6][CH2:4][CH3:5])=[O:29])[CH:15]([OH:28])[CH2:16][CH2:17]1)([CH2:22][CH2:23][CH2:24][CH2:25][CH3:26])[OH:27]. The reactants are C(#N)CCNCCCO (3-(2-cyanoethyl)aminopropanol), C(=O)O (formic acid). The product is formate ester, C(#N)CCN(C=O)CCCO (3-[N-(2-cyanoethyl)-N-formylamino]propanol). As a reaction SMILES: [C:1]([CH2:3][CH2:4][NH:5][CH2:6][CH2:7][CH2:8][OH:9])#[N:2].[CH:10](O)=[O:11]>>[C:1]([CH2:3][CH2:4][N:5]([CH2:6][CH2:7][CH2:8][OH:9])[CH:10]=[O:11])#[N:2]. Reported procedure: A solution of 127.7 g. of 3-(2-cyanoethyl)aminopropanol in 1 liter of 99% formic acid is heated at 85° for 15 hours. The reaction mixture is concentrated under reduced pressure at 80° and the residue is taken up in 60 ml. of methylene chloride-ethyl acetate (1:1). A 1500 g. silica gel G column packed in methylene chloride-ethyl acetate is prepared, and the product is purified by adsorption on silica gel G followed by elution using the 1:1 methylene chloride-ethyl acetate system. Concentration of... Starting materials: C(C)(C)(C)OC(NC1=C(C=C(C(=C1)OCC)C(F)(F)F)N)=O ((2-amino-5-ethoxy-4-trifluoromethyl-phenyl)-carbamic acid tert-butyl ester), C(C)(C)(C)OC(CC(=O)C1=CC(=CC=C1)C=1C=NC(=CC1)C)=O (3-[3-(6-methyl-pyridin-3-yl)-phenyl]-3-oxo-propionic acid tert-butyl ester). Yields the product C(C)(C)(C)OC(NC1=C(C=C(C(=C1)OCC)C(F)(F)F)NC(CC(=O)C1=CC(=CC=C1)C=1C=NC(=CC1)C)=O)=O ((5-Ethoxy-2-{3-[3-(6-methyl-pyridin-3-yl)-phenyl]-3-oxo-propionylamino}-4-trifluoromethyl-phenyl)-carbamic acid tert-butyl ester). RXN SMILES: [C:1]([O:5][C:6](=[O:22])[NH:7][C:8]1[CH:13]=[C:12]([O:14][CH2:15][CH3:16])[C:11]([C:17]([F:20])([F:19])[F:18])=[CH:10][C:9]=1[NH2:21])([CH3:4])([CH3:3])[CH3:2].C([O:27][C:28](=O)[CH2:29][C:30]([C:32]1[CH:37]=[CH:36][CH:35]=[C:34]([C:38]2[CH:39]=[N:40][C:41]([CH3:44])=[CH:42][CH:43]=2)[CH:33]=1)=[O:31])(C)(C)C>>[C:1]([O:5][C:6](=[O:22])[NH:7][C:8]1[CH:13]=[C:12]([O:14][CH2:15][CH3:16])[C:11]([C:17]([F:20])([F:19])[F:18])=[CH:10][C:9]=1[NH:21][C:28](=[O:27])[CH2:29][C:30]([C:32]1[CH:37]=[CH:36][CH:35]=[C:34]([C:38]2[CH:39]=[N:40][C:41]([CH3:44])=[CH:42][CH:43]=2)[CH:33]=1)=[O:31])([CH3:2])([CH3:3])[CH3:4]. Reported procedure: The title compound was prepared from (2-amino-5-ethoxy-4-trifluoromethyl-phenyl)-carbamic acid tert-butyl ester (Example J8) (240 mg, 0.75 mmol) and 3-[3-(6-methyl-pyridin-3-yl)-phenyl]-3-oxo-propionic acid tert-butyl ester (Example K4) (234 mg, 0.75 mmol) according to the general procedure M. Obtained as an amorphous yellow substance (301 mg, 72%). The reactants are Cl (hydrogen chloride), CS(=O)(=O)N1CCN(CC1)C(=O)OC(C)(C)C (tert-butyl 4-(methylsulfonyl)piperazine-1-carboxylate). Solvent: O1CCOCC1 (1,4-dioxane), C(Cl)Cl (methylene chloride). Reaction conditions: time 20 hour. Yields the product [Cl-].CS(=O)(=O)N1CC[NH2+]CC1 (4-(Methylsulfonyl)piperazin-1-ium chloride). The yield is 97.0%. As a reaction SMILES: [ClH:1].[CH3:2][S:3]([N:6]1[CH2:11][CH2:10][N:9](C(OC(C)(C)C)=O)[CH2:8][CH2:7]1)(=[O:5])=[O:4]>O1CCOCC1.C(Cl)Cl>[Cl-:1].[CH3:2][S:3]([N:6]1[CH2:11][CH2:10][NH2+:9][CH2:8][CH2:7]1)(=[O:5])=[O:4] |f:4.5|. Procedure details: A 4M hydrogen chloride solution in 1,4-dioxane (1.2 L) was added slowly to a cold solution of tert-butyl 4-(methylsulfonyl)piperazine-1-carboxylate 7 (105 g) in methylene chloride (1.1 L) while maintaining the internal temperature below 20° C. The solution was stirred for 20 hours and 1H NMR indicated that the reaction was complete. The resulting slurry was filtered and rinsed with methylene chloride (300 ml). The cake was dried in a vacuum oven at 50° C. for 20 hours to afford 4-(methylsulfonyl... Reactants: CO, CCOCC, [K+], [OH-], OCCO, CC1=C(O)C(=O)N(c2ccc3[nH]cnc3c2)C1c1cc(Br)ccc1F. Product: COC1=C(C)C(c2cc(Br)ccc2F)N(c2ccc3nc[nH]c3c2)C1=O. RXN SMILES: [CH3:37][OH:38].[CH3:7][CH2:8][O:9][CH2:10][CH3:11].[K+:2].[OH-:1].[OH:3][CH2:4][CH2:5][OH:6].[nH:12]1[cH:13][n:14][c:15]2[c:16]1[cH:17][cH:18][c:19]([N:21]1[C:22](=[O:36])[C:23]([OH:35])=[C:24]([CH3:34])[CH:25]1[c:26]1[c:27]([F:33])[cH:28][cH:29][c:30]([Br:32])[cH:31]1)[cH:20]2>>[CH3:4][O:35][C:23]1=[C:24]([CH3:34])[CH:25]([c:26]2[c:27]([F:33])[cH:28][cH:29][c:30]([Br:32])[cH:31]2)[N:21]([c:19]2[cH:18][cH:17][c:16]3[n:12][cH:13][nH:14][c:15]3[cH:20]2)[C:22]1=[O:36]. The reactants are C(CCC)OC(=O)C=1N=C(C2=CC=C(C=C2C1O)OC1=C(C=C(C=C1C)C)C)C#N (1-cyano-4-hydroxy-6-(2,4,6-trimethyl-phenoxy)-isoquinoline-3-carboxylic acid butyl ester), NCC(=O)O (glycine). Yields the product C(#N)C1=NC(=C(C2=CC(=CC=C12)OC1=C(C=C(C=C1C)C)C)O)C(=O)NCC(=O)O ({[1-Cyano-4-hydroxy-6-(2,4,6-trimethyl-phenoxy)-isoquinoline-3-carbonyl]-amino}-acetic acid). RXN SMILES: C(O[C:6]([C:8]1[N:9]=[C:10]([C:29]#[N:30])[C:11]2[C:16]([C:17]=1[OH:18])=[CH:15][C:14]([O:19][C:20]1[C:25]([CH3:26])=[CH:24][C:23]([CH3:27])=[CH:22][C:21]=1[CH3:28])=[CH:13][CH:12]=2)=[O:7])CCC.[NH2:31][CH2:32][C:33]([OH:35])=[O:34]>>[C:29]([C:10]1[C:11]2[C:16](=[CH:15][C:14]([O:19][C:20]3[C:21]([CH3:28])=[CH:22][C:23]([CH3:27])=[CH:24][C:25]=3[CH3:26])=[CH:13][CH:12]=2)[C:17]([OH:18])=[C:8]([C:6]([NH:31][CH2:32][C:33]([OH:35])=[O:34])=[O:7])[N:9]=1)#[N:30]. Procedure details: The title compound was synthesized from 1-cyano-4-hydroxy-6-(2,4,6-trimethyl-phenoxy)-isoquinoline-3-carboxylic acid butyl ester and glycine in analogy to example 1b; MS-(−)-ion: M−1=404.4.